Task: describe an organic reaction: reactants, conditions, products, and yield. Dataset: the Open Reaction Database (ORD), a public repository of structured organic reaction records Starting materials: CC(C)(C)[Si](C)(C)Cl, CN(C)C=O, O, CCCCCCCC(CC(O)CSC(c1ccccc1)(c1ccccc1)c1ccccc1)C(=O)O, c1c[nH]cn1. Product: CCCCCCCC(CC(CSC(c1ccccc1)(c1ccccc1)c1ccccc1)O[Si](C)(C)C(C)(C)C)C(=O)O. RXN SMILES: [C:41]([CH3:42])([CH3:43])([CH3:44])[Si:45]([CH3:46])([CH3:47])[Cl:48].[O:50]=[CH:51][N:52]([CH3:53])[CH3:54].[OH2:49].[OH:1][CH:2]([CH2:3][CH:4]([C:5](=[O:6])[OH:7])[CH2:8][CH2:9][CH2:10][CH2:11][CH2:12][CH2:13][CH3:14])[CH2:15][S:16][C:17]([c:18]1[cH:19][cH:20][cH:21][cH:22][cH:23]1)([c:24]1[cH:25][cH:26][cH:27][cH:28][cH:29]1)[c:30]1[cH:31][cH:32][cH:33][cH:34][cH:35]1.[nH:36]1[cH:37][cH:38][n:39][cH:40]1>>[O:1]([CH:2]([CH2:3][CH:4]([C:5](=[O:6])[OH:7])[CH2:8][CH2:9][CH2:10][CH2:11][CH2:12][CH2:13][CH3:14])[CH2:15][S:16][C:17]([c:18]1[cH:19][cH:20][cH:21][cH:22][cH:23]1)([c:24]1[cH:25][cH:26][cH:27][cH:28][cH:29]1)[c:30]1[cH:31][cH:32][cH:33][cH:34][cH:35]1)[Si:45]([C:41]([CH3:42])([CH3:43])[CH3:44])([CH3:46])[CH3:47]. Starting materials: Brc1ccc2ccccc2c1, [Li]CCCC, C1CCOC1, CCCCCC, O=C1Nc2cc(Cl)cc(Cl)c2C1=O, Cl. Product: O=C1Nc2cc(Cl)cc(Cl)c2C1(O)c1ccc2ccccc2c1. RXN SMILES: [Br:1][c:2]1[cH:3][c:4]2[cH:5][cH:6][cH:7][cH:8][c:9]2[cH:10][cH:11]1.[CH2:12]([Li:13])[CH2:14][CH2:15][CH3:16].[CH2:31]1[O:32][CH2:33][CH2:34][CH2:35]1.[CH3:36][CH2:37][CH2:38][CH2:39][CH2:40][CH3:41].[Cl:17][c:18]1[c:19]2[c:23]([cH:24][c:25]([Cl:27])[cH:26]1)[NH:22][C:21](=[O:28])[C:20]2=[O:29].[ClH:30]>>[c:2]1([C:20]2([OH:29])[c:19]3[c:18]([Cl:17])[cH:26][c:25]([Cl:27])[cH:24][c:23]3[NH:22][C:21]2=[O:28])[cH:3][c:4]2[cH:5][cH:6][cH:7][cH:8][c:9]2[cH:10][cH:11]1. Reactants: FC1=C(C=C(C=C1)[N+](=O)[O-])C (2-fluoro-5-nitrotoluene), [H][H] (hydrogen). The reagents and catalysts are [Pd] (Pd—C). The solvent is C(C)O (ethanol). Yields the product FC1=C(C=C(N)C=C1)C (4-Fluoro-3-methylaniline). RXN SMILES: [F:1][C:2]1[CH:7]=[CH:6][C:5]([N+:8]([O-])=O)=[CH:4][C:3]=1[CH3:11].[H][H]>C(O)C.[Pd]>[F:1][C:2]1[CH:7]=[CH:6][C:5]([NH2:8])=[CH:4][C:3]=1[CH3:11]. Procedure: To a solution of 20 g (129 mmol) of 2-fluoro-5-nitrotoluene in 400 mL of ethanol was added 2 g of 10% Pd—C. The mixture was shaken under 45 P.S.I. H2 until hydrogen uptake ceased. The catalyst was filtered away and washed with ethanol, then the combined filtrate and washings were concentrated to 15.2 g (94%) of a colorless oil. The reactants are OC1=NNC(=C1)C (3-hydroxy-5-methylpyrazole), C1(=CC=CC=C1)N=C=O (phenyl isocyanate). The product is C1(=CC=CC=C1)NC(=O)N1N=C(C=C1C)O (N-phenyl-3-hydroxy-5-methylpyrazol-1-carboxamide). Yield: 18.9%. RXN SMILES: [OH:1][C:2]1[CH:6]=[C:5]([CH3:7])[NH:4][N:3]=1.[C:8]1([N:14]=[C:15]=[O:16])[CH:13]=[CH:12][CH:11]=[CH:10][CH:9]=1>>[C:8]1([NH:14][C:15]([N:4]2[C:5]([CH3:7])=[CH:6][C:2]([OH:1])=[N:3]2)=[O:16])[CH:13]=[CH:12][CH:11]=[CH:10][CH:9]=1. Reported procedure: Reaction of 3-hydroxy-5-methylpyrazole with phenyl isocyanate was carried out in the same manner as in Referential Example 14, to give a white solid of N-phenyl-3-hydroxy-5-methylpyrazol-1-carboxamide (yield: 18.9%). mp: 232-234° C.; 1H-NMR (CDCl3, TMS, ppm): δ 2.62 (d, J=0.8 Hz, 3H), 5.72 (d, J=0.8 Hz, 1H), 7.11-7.17 (m, 1H), 7.33-7.39 (m, 2H), 7.53-7.57 (m, 2H), 8.64 (br s, 1H). (Hydroxy proton was not assigned.) Reactants: CCOC(=O)c1cnc2c(NC(=O)c3c(Cl)cccc3Cl)cccc2c1CBr, COCCOC, c1c[nH]cn1. Yields the product CCOC(=O)c1cnc2c(NC(=O)c3c(Cl)cccc3Cl)cccc2c1Cn1ccnc1. Reaction SMILES: [Br:1][CH2:2][c:3]1[c:4]([C:24](=[O:25])[O:26][CH2:27][CH3:28])[cH:5][n:6][c:7]2[c:8]([NH:13][C:14]([c:15]3[c:16]([Cl:22])[cH:17][cH:18][cH:19][c:20]3[Cl:21])=[O:23])[cH:9][cH:10][cH:11][c:12]12.[CH2:34]([CH2:35][O:36][CH3:37])[O:38][CH3:39].[nH:29]1[cH:30][n:31][cH:32][cH:33]1>>[CH2:2]([c:3]1[c:4]([C:24](=[O:25])[O:26][CH2:27][CH3:28])[cH:5][n:6][c:7]2[c:8]([NH:13][C:14]([c:15]3[c:16]([Cl:22])[cH:17][cH:18][cH:19][c:20]3[Cl:21])=[O:23])[cH:9][cH:10][cH:11][c:12]12)[n:29]1[cH:30][n:31][cH:32][cH:33]1. Reaction SMILES: [Cl:1][C:2]1[CH:21]=[C:20]([Cl:22])[CH:19]=[CH:18][C:3]=1[O:4][CH2:5][C:6]([NH:8][C:9]1[CH:10]=[C:11]([CH:15]=[CH:16][CH:17]=1)[C:12]([OH:14])=O)=[O:7].[NH2:23][CH2:24][C:25]1[CH:26]=[N:27][CH:28]=[CH:29][CH:30]=1.C(Cl)CCl.C1C=CC2N(O)N=NC=2C=1.CCN(C(C)C)C(C)C>CN(CC1C=C(CN(C)C)C(O)=C(CN(C)C)C=1)C>[Cl:1][C:2]1[CH:21]=[C:20]([Cl:22])[CH:19]=[CH:18][C:3]=1[O:4][CH2:5][C:6]([NH:8][C:9]1[CH:10]=[C:11]([CH:15]=[CH:16][CH:17]=1)[C:12]([NH:23][CH2:24][C:25]1[CH:26]=[N:27][CH:28]=[CH:29][CH:30]=1)=[O:14])=[O:7]. Solvent: CN(C)CC1=CC(=C(C(=C1)CN(C)C)O)CN(C)C (DMF 3). Starting materials: ClC1=C(OCC(=O)NC=2C=C(C(=O)O)C=CC2)C=CC(=C1)Cl (3-[2-(2,4-dichloro-phenoxy)-acetylamino]-benzoic acid), NCC=1C=NC=CC1 (3-aminomethyl pyridine), C(CCl)Cl (EDC), C=1C=CC2=C(C1)N=NN2O (HOBt), CCN(C(C)C)C(C)C (DIPEA). The yield is 55.3%. Procedure details: To solution of 3-[2-(2,4-dichloro-phenoxy)-acetylamino]-benzoic acid (102 mg, 0.3 mmol), 3-aminomethyl pyridine (0.036 ml, 0.36 mmol) in DMF 3.0 mL was added EDC (86.3 mg, 0.45 mmol), HOBt (60.8 mg, 0.45 mmol) and DIPEA (0.078 ml, 0.45 mmol). Reaction mixture was stirred at room temperature, and separated by EtoAC and brine. The organic phase was dried (MgSO4 anh) and concentrated. The residue was purified by silica gel column chromatography (CH2Cl2:MeOH=30:1) to give 3-[2-(2,4-dichloro-phenoxy)... Product: ClC1=C(OCC(=O)NC=2C=C(C(=O)NCC=3C=NC=CC3)C=CC2)C=CC(=C1)Cl (3-[2-(2,4-dichloro-phenoxy)-acetylamino]-N-pyridine-3-ylmethyl-benzamide). Starting materials: ClCCl, COc1ccc(-c2nc(SC(C)C)[nH]c2-c2ccncc2)cc1, O=C(OO)c1cccc(Cl)c1. Yields the product COc1ccc(-c2nc(S(=O)C(C)C)[nH]c2-c2ccncc2)cc1. As a reaction SMILES: [CH2:35]([Cl:36])[Cl:37].[CH3:1][CH:2]([CH3:3])[S:4][c:5]1[nH:6][c:7](-[c:18]2[cH:19][cH:20][n:21][cH:22][cH:23]2)[c:8](-[c:10]2[cH:11][cH:12][c:13]([O:16][CH3:17])[cH:14][cH:15]2)[n:9]1.[Cl:24][c:25]1[cH:26][cH:27][cH:28][c:29]([C:30]([O:31][OH:33])=[O:32])[cH:34]1>>[CH3:1][CH:2]([CH3:3])[S:4]([c:5]1[nH:6][c:7](-[c:18]2[cH:19][cH:20][n:21][cH:22][cH:23]2)[c:8](-[c:10]2[cH:11][cH:12][c:13]([O:16][CH3:17])[cH:14][cH:15]2)[n:9]1)=[O:32].